This data is from the Open Reaction Database (ORD), a public repository of structured organic reaction records. The task is: describe an organic reaction: reactants, conditions, products, and yield Reactants: [H-].[Al+3].[Li+].[H-].[H-].[H-] (lithium aluminium hydride), C(=O)=O (cardice), [OH-].[Na+] (sodium hydroxide), COC=1C=CC2=C(NC(CO2)CC(=O)OCC)C1 (ethyl (±)-6-methoxy-3,4-dihydro-2H-1,4-benzoxazine-3-acetate). Solvent: O1CCCC1 (tetrahydrofuran), O (water), CC(=O)C (acetone), O1CCCC1 (tetrahydrofuran). Reaction conditions: time 1.5 hour. Yields the product COC=1C=CC2=C(NC(CO2)CCO)C1 ((±)-6-Methoxy-3,4-dihydro-2H-1,4-benzoxazine-3-ethanol). Reaction SMILES: [H-].[Al+3].[Li+].[H-].[H-].[H-].[CH3:7][O:8][C:9]1[CH:10]=[CH:11][C:12]2[O:17][CH2:16][CH:15]([CH2:18][C:19](OCC)=[O:20])[NH:14][C:13]=2[CH:24]=1.C(=O)=O.[OH-].[Na+]>O1CCCC1.O.CC(C)=O>[CH3:7][O:8][C:9]1[CH:10]=[CH:11][C:12]2[O:17][CH2:16][CH:15]([CH2:18][CH2:19][OH:20])[NH:14][C:13]=2[CH:24]=1 |f:0.1.2.3.4.5,8.9|. Procedure details: 130 ml of tetrahydrofuran are introduced into a 1 l reactor which is cooled with a mixture of ice and salt and, under an argon atmosphere, 5 g (0.132 mol) of lithium aluminium hydride are added, followed by dropwise addition of 20.73 g (0.0825 mol) of ethyl (±)-6-methoxy-3,4-dihydro-2H-1,4-benzoxazine-3-acetate dissolved in 130 ml of tetrahydrofuran, and the mixture is stirred for 1.5 h. The reactor is cooled with a mixture of cardice and acetone, 40 ml of water and 20 ml of 1N sodium hydroxide ...